This data is from the Open Reaction Database (ORD), a public repository of structured organic reaction records. The task is: describe an organic reaction: reactants, conditions, products, and yield Reactants: COC([C@@H](C1=CC=CC=C1)NC(=O)C12CCCC(CC1)(C2)C2=NC=1N(C(N(C(C1N2)=O)CCC)=O)CCC)=O ((1RS,2R,5SR)-{[5-(2,6-Dioxo-1,3-dipropyl-2,3,6,7-tetrahydro-1H-purin-8-yl)-bicyclo-[3.2.1]octane-1-carbonyl]-amino}-phenyl-acetic acid methyl ester), [Li+].[OH-] (LiOH), 3d. Run in C1CCOC1 (THF). The product is O=C1N(C(C=2NC(=NC2N1CCC)C12CCCC(CC1)(C2)C(=O)N[C@@H](C(=O)O)C2=CC=CC=C2)=O)CCC ((1RS,2R,5SR)-{[5-(2,6-Dioxo-1,3-dipropyl-2,3,6,7-tetrahydro-1H-purin-8-yl)-bicyclo[3.2.1]octane-1-carbonyl]-amino}-phenylacetic acid). Yield: 47.9%. Reaction SMILES: C[O:2][C:3](=[O:39])[C@H:4]([NH:11][C:12]([C:14]12[CH2:21][C:18]([C:22]3[NH:30][C:29]4[C:28](=[O:31])[N:27]([CH2:32][CH2:33][CH3:34])[C:26](=[O:35])[N:25]([CH2:36][CH2:37][CH3:38])[C:24]=4[N:23]=3)([CH2:19][CH2:20]1)[CH2:17][CH2:16][CH2:15]2)=[O:13])[C:5]1[CH:10]=[CH:9][CH:8]=[CH:7][CH:6]=1.[Li+].[OH-]>C1COCC1>[O:35]=[C:26]1[N:25]([CH2:36][CH2:37][CH3:38])[C:24]2[N:23]=[C:22]([C:18]34[CH2:21][C:14]([C:12]([NH:11][C@H:4]([C:5]5[CH:6]=[CH:7][CH:8]=[CH:9][CH:10]=5)[C:3]([OH:39])=[O:2])=[O:13])([CH2:20][CH2:19]3)[CH2:15][CH2:16][CH2:17]4)[NH:30][C:29]=2[C:28](=[O:31])[N:27]1[CH2:32][CH2:33][CH3:34] |f:1.2|. Procedure: A solution of (1RS,2R,5SR)-{[5-(2,6-Dioxo-1,3-dipropyl-2,3,6,7-tetrahydro-1H-purin-8-yl)-bicyclo-[3.2.1]octane-1-carbonyl]-amino}-phenyl-acetic acid methyl ester (0.022 mmol, 0.012 g) in THF (2 ml) was treated with 1N LiOH (0.22 ml) for 3d. The THF was removed on the rotovap, the aqueous residue acidified (pH 2) with 1N HCl and extracted with EtOAc. The combined organics were washed with H2O, brine and dried (MgSO4). Filtration and evaporation followed by reverse phase HPLC purification provide ... Starting materials: Cn1cccc1C(=O)O, NCC=CCOc1cc(CN2CCCCC2)ccn1. Yields the product Cn1cccc1C(=O)NCC=CCOc1cc(CN2CCCCC2)ccn1. As a reaction SMILES: [CH3:20][n:21]1[c:22]([C:26](=[O:27])[OH:28])[cH:23][cH:24][cH:25]1.[N:1]1([CH2:7][c:8]2[cH:9][c:10]([O:14][CH2:15][CH:16]=[CH:17][CH2:18][NH2:19])[n:11][cH:12][cH:13]2)[CH2:2][CH2:3][CH2:4][CH2:5][CH2:6]1>>[N:1]1([CH2:7][c:8]2[cH:9][c:10]([O:14][CH2:15][CH:16]=[CH:17][CH2:18][NH:19][C:26]([c:22]3[n:21]([CH3:20])[cH:25][cH:24][cH:23]3)=[O:27])[n:11][cH:12][cH:13]2)[CH2:2][CH2:3][CH2:4][CH2:5][CH2:6]1. Reactants: Cl.NC1C(C2=CC=C(C=C2CC1)OC)=O (2-amino-6-methoxy-1-tetralone hydrochloride), Br (hydrobromic acid). Reaction conditions: temperature 100 celsius, time 2 hour. The product is Br.NC1C(C2=CC=C(C=C2CC1)O)=O (2-Amino-6-hydroxy-1-tetralone, hydrobromide). Isolated yield 63.0%. RXN SMILES: Cl.[NH2:2][CH:3]1[CH2:12][CH2:11][C:10]2[C:5](=[CH:6][CH:7]=[C:8]([O:13]C)[CH:9]=2)[C:4]1=[O:15].[BrH:16]>>[BrH:16].[NH2:2][CH:3]1[CH2:12][CH2:11][C:10]2[C:5](=[CH:6][CH:7]=[C:8]([OH:13])[CH:9]=2)[C:4]1=[O:15] |f:0.1,3.4|. Procedure details: A mixture of 2-amino-6-methoxy-1-tetralone hydrochloride (2 g, 8.79 mmol) and 48% hydrobromic acid (60 mL) was stirred at 100° C. for 2 hours and then increased to 130° C. for additional 100 minutes. The resulting solution was concentrated. The crude product was subjected to re-evaporation with dry toluene and hexane. Upon adding a small amount of ethanol and hexane, a white salt precipitated which was removed. Upon concentrating the filtrate, a purple solid (1.43 g, 63%) resulted. Reactants: CC(CC(=O)NC=1C=C2C=C(N(C2=CC1)CC1=C(C=CC=C1)C(F)(F)F)C(=O)OCC)(C)C (ethyl 5-[(3,3-dimethylbutanoyl)amino]-1-[2-(trifluoromethyl)benzyl]-1H-indole-2-carboxylate), [OH-].[Li+] (lithium hydroxide). Solvent: C1CCOC1 (THF), CO (methanol). Run at temperature 90 celsius. Product: CC(CC(=O)NC=1C=C2C=C(N(C2=CC1)CC1=C(C=CC=C1)C(F)(F)F)C(=O)O)(C)C (5-[(3,3-Dimethylbutanoyl)amino]-1-[2-(trifluoromethyl)benzyl]-1H-indole-2-carboxylic acid). As a reaction SMILES: [CH3:1][C:2]([CH3:33])([CH3:32])[CH2:3][C:4]([NH:6][C:7]1[CH:8]=[C:9]2[C:13](=[CH:14][CH:15]=1)[N:12]([CH2:16][C:17]1[CH:22]=[CH:21][CH:20]=[CH:19][C:18]=1[C:23]([F:26])([F:25])[F:24])[C:11]([C:27]([O:29]CC)=[O:28])=[CH:10]2)=[O:5].[OH-].[Li+]>CO.C1COCC1>[CH3:1][C:2]([CH3:33])([CH3:32])[CH2:3][C:4]([NH:6][C:7]1[CH:8]=[C:9]2[C:13](=[CH:14][CH:15]=1)[N:12]([CH2:16][C:17]1[CH:22]=[CH:21][CH:20]=[CH:19][C:18]=1[C:23]([F:24])([F:25])[F:26])[C:11]([C:27]([OH:29])=[O:28])=[CH:10]2)=[O:5] |f:1.2|. Procedure: 105 mg (0.26 mmol) of ethyl 5-[(3,3-dimethylbutanoyl)amino]-1-[2-(trifluoromethyl)benzyl]-1H-indole-2-carboxylate from Example LXIII are dissolved in 1 ml each of methanol and THF, and 0.26 ml (0.52 mmol) of 2M lithium hydroxide solution is added. The mixture is heated at 90° C. for one hour. After cooling, the mixture is, for work-up, diluted and extracted with aqueous hydrochloric acid and ethyl acetate. The organic phase is dried with sodium sulphate, filtered and dried under reduced pressure... Reactants: COC=1C(C(=C(C(C1OC)=O)C)CCC(=O)OC1=CC=C(C=C1)[N+](=O)[O-])=O (p-nitrophenyl 3-(2,3-dimethoxy-5-methyl-1,4-benzoquinon-6-yl)propionate), NCC(=O)O (glycine), C(C)N1CCOCC1 (N-ethylmorpholine). Run in CN(C=O)C (N,N-dimethylformamide). Conditions: time 2 day. Product: COC=1C(C(=C(C(C1OC)=O)C)CCC(=O)NCC(=O)O)=O (3-(2,3-dimethoxy-5-methyl-1,4-benzoquinone-6-yl)propionyl-glycine). Isolated yield 7.1%. Reaction SMILES: [CH3:1][O:2][C:3]1[C:4](=[O:27])[C:5]([CH2:13][CH2:14][C:15]([O:17]C2C=CC([N+]([O-])=O)=CC=2)=O)=[C:6]([CH3:12])[C:7](=[O:11])[C:8]=1[O:9][CH3:10].[NH2:28][CH2:29][C:30]([OH:32])=[O:31].C(N1CCOCC1)C>CN(C)C=O>[CH3:1][O:2][C:3]1[C:4](=[O:27])[C:5]([CH2:13][CH2:14][C:15]([NH:28][CH2:29][C:30]([OH:32])=[O:31])=[O:17])=[C:6]([CH3:12])[C:7](=[O:11])[C:8]=1[O:9][CH3:10]. Reported procedure: To a solution of p-nitrophenyl 3-(2,3-dimethoxy-5-methyl-1,4-benzoquinon-6-yl)propionate (187 mg, 0.5 mmol) and glycine (37 mg, 0.5 mmol) in N,N-dimethylformamide (5 ml) was added N-ethylmorpholine (128 μ1, 1.0 mmol). The mixture was stirred at room temperature for 2 days. After completion of the reaction, the solvent was distilled off under reduced pressure and the residue was chromatographed on a Sephadex, LH20 column (1.5×90 cm, eluent: ethanol). The eluate was evaporated and the residue was ... Reaction conditions: temperature 0 celsius, time 1 hour. The yield is 70.0%. The product is FC(C(=O)N(CC1=CC(=CC=C1)[N+](=O)[O-])C)(F)F (2,2,2-Trifluoro-N-methyl-N-[(3-nitrophenyl)methyl]acetamide). Procedure: To a suspension of a 60% dispersion of sodium hydride in mineral oil (96 mg, 2.4 mmol) in dry tetrahydrofuran (5 mL), cooled to 0° C., was added a solution of 2,2,2-trifluoro-N-[(3-nitrophenyl)methyl]acetamide (500 mg, 2.0 mmol) in 5 mL dry teterahydrofuran. After stirring for 1 hour at 0° C., methyl iodide (132 μL, 2.2 mmol) was added in one portion. The reaction was stirred for 1 hour at 0° C., and warmed to rt overnight. After 16 h, the reaction mixture was concentrated, and the residue was p... The reactants are CI (methyl iodide), [H-].[Na+] (sodium hydride), oil, FC(C(=O)NCC1=CC(=CC=C1)[N+](=O)[O-])(F)F (2,2,2-trifluoro-N-[(3-nitrophenyl)methyl]acetamide). Run in O1CCCC1 (tetrahydrofuran). As a reaction SMILES: [H-].[Na+].[F:3][C:4]([F:19])([F:18])[C:5]([NH:7][CH2:8][C:9]1[CH:14]=[CH:13][CH:12]=[C:11]([N+:15]([O-:17])=[O:16])[CH:10]=1)=[O:6].[CH3:20]I>O1CCCC1>[F:3][C:4]([F:18])([F:19])[C:5]([N:7]([CH3:20])[CH2:8][C:9]1[CH:14]=[CH:13][CH:12]=[C:11]([N+:15]([O-:17])=[O:16])[CH:10]=1)=[O:6] |f:0.1|. Starting materials: N#Cc1ccc(CC(N)C(=O)O)cc1, O=C([O-])[O-], CCOC(C)=O, CS(C)=O, N#Cc1ccc(F)cc1Cl, [Cs+], [Cs+]. Yields the product N#Cc1ccc(CC(Nc2ccc(C#N)c(Cl)c2)C(=O)O)cc1. As a reaction SMILES: [C:11](#[N:12])[c:13]1[cH:14][cH:15][c:16]([CH2:17][CH:18]([NH2:19])[C:20](=[O:21])[OH:22])[cH:23][cH:24]1.[C:25](=[O:26])([O-:27])[O-:28].[CH3:31][CH2:32][O:33][C:34](=[O:35])[CH3:36].[CH3:37][S:38](=[O:39])[CH3:40].[Cl:1][c:2]1[c:3]([C:4]#[N:5])[cH:6][cH:7][c:8]([F:10])[cH:9]1.[Cs+:29].[Cs+:30]>>[Cl:1][c:2]1[c:3]([C:4]#[N:5])[cH:6][cH:7][c:8]([NH:19][CH:18]([CH2:17][c:16]2[cH:15][cH:14][c:13]([C:11]#[N:12])[cH:24][cH:23]2)[C:20](=[O:21])[OH:22])[cH:9]1. The reactants are C1(CC1)N1C=C(C(C2=CC(=C(C(=C12)OC)N1CC(C(CC1)NC([C@@H](NC(=O)OC(C)(C)C)C)=O)(C)C)F)=O)C(=O)O (1-Cyclopropyl-6-fluoro-8-methoxy-1,4-dihydro-7-{4′-(N-t-butoxycarbonyl-L-alanyl)amino-3′,3′-dimethylpiperidin-1-yl}-4-oxo-quinoline-3-carboxylic acid), Cl (HCl). The product is Cl.C1(CC1)N1C=C(C(C2=CC(=C(C(=C12)OC)N1CC(C(CC1)NC([C@@H](N)C)=O)(C)C)F)=O)C(=O)O (1-Cyclopropyl-6-fluoro-8-methoxy-1,4-dihydro-7-(4′-(L)-alaninylamino-3′,3′-dimethylpiperidin-1-yl)-4-oxo-quinoline-3-carboxylic acid hydrochloride). Isolated yield 75.0%. Reaction SMILES: [CH:1]1([N:4]2[C:13]3[C:8](=[CH:9][C:10]([F:37])=[C:11]([N:16]4[CH2:21][CH2:20][CH:19]([NH:22][C:23](=[O:34])[C@H:24]([CH3:33])[NH:25]C(OC(C)(C)C)=O)[C:18]([CH3:36])([CH3:35])[CH2:17]4)[C:12]=3[O:14][CH3:15])[C:7](=[O:38])[C:6]([C:39]([OH:41])=[O:40])=[CH:5]2)[CH2:3][CH2:2]1.[ClH:42]>>[ClH:42].[CH:1]1([N:4]2[C:13]3[C:8](=[CH:9][C:10]([F:37])=[C:11]([N:16]4[CH2:21][CH2:20][CH:19]([NH:22][C:23](=[O:34])[C@H:24]([CH3:33])[NH2:25])[C:18]([CH3:36])([CH3:35])[CH2:17]4)[C:12]=3[O:14][CH3:15])[C:7](=[O:38])[C:6]([C:39]([OH:41])=[O:40])=[CH:5]2)[CH2:3][CH2:2]1 |f:2.3|. Procedure details: 1-Cyclopropyl-6-fluoro-8-methoxy-1,4-dihydro-7-{4′-(N-t-butoxycarbonyl-L-alanyl)amino-3′,3′-dimethylpiperidin-1-yl}-4-oxo-quinoline-3-carboxylic acid (0.9 gm) is hydrolysed with 6N HCl (20 ml) at room temperature for 1 hr. The mixture concentrated to furnish the titled product. Yield 75%, m.p 245–50° C., C24H31FN4O5.HCl m/z 475 (M+1). The reactants are CO, O=[N+]([O-])c1cnn(CC(F)F)c1. Yields the product Nc1cnn(CC(F)F)c1. RXN SMILES: [CH3:13][OH:14].[F:1][CH:2]([CH2:3][n:4]1[n:5][cH:6][c:7]([N+:9]([O-:10])=[O:11])[cH:8]1)[F:12]>>[F:1][CH:2]([CH2:3][n:4]1[n:5][cH:6][c:7]([NH2:9])[cH:8]1)[F:12].